This data is from the Open Reaction Database (ORD), a public repository of structured organic reaction records. The task is: describe an organic reaction: reactants, conditions, products, and yield Reported procedure: In analogy to example 1, the title compound is prepared from 4-(4-trifluoromethyl-benzyloxy)-phenylamine and chlorocarbonyl-acetic acid methyl ester. Yield: 71%. Colorless solid. MS: m/e=368.1 (M++H). Product: COC(CC(=O)NC1=CC=C(C=C1)OCC1=CC=C(C=C1)C(F)(F)F)=O (N-[4-(4-Trifluoromethyl-benzyloxy)-phenyl]-malonamic acid methyl ester). Yield: 71.0%. The reactants are FC(C1=CC=C(COC2=CC=C(C=C2)N)C=C1)(F)F (4-(4-trifluoromethyl-benzyloxy)-phenylamine), COC(CC(=O)Cl)=O (chlorocarbonyl-acetic acid methyl ester). As a reaction SMILES: [F:1][C:2]([F:19])([F:18])[C:3]1[CH:17]=[CH:16][C:6]([CH2:7][O:8][C:9]2[CH:14]=[CH:13][C:12]([NH2:15])=[CH:11][CH:10]=2)=[CH:5][CH:4]=1.[CH3:20][O:21][C:22](=[O:27])[CH2:23][C:24](Cl)=[O:25]>>[CH3:20][O:21][C:22](=[O:27])[CH2:23][C:24]([NH:15][C:12]1[CH:13]=[CH:14][C:9]([O:8][CH2:7][C:6]2[CH:16]=[CH:17][C:3]([C:2]([F:18])([F:19])[F:1])=[CH:4][CH:5]=2)=[CH:10][CH:11]=1)=[O:25]. Starting materials: CC1(C)OB(c2ccc(N3CCOCC3)nc2)OC1(C)C, Clc1nc(N2CCOCC2)c2nc(I)sc2n1. Product: Clc1nc(N2CCOCC2)c2nc(-c3ccc(N4CCOCC4)nc3)sc2n1. As a reaction SMILES: [CH3:18][C:19]1([CH3:20])[C:21]([CH3:22])([CH3:23])[O:24][B:25]([c:26]2[cH:27][cH:28][c:29]([N:32]3[CH2:33][CH2:34][O:35][CH2:36][CH2:37]3)[n:30][cH:31]2)[O:38]1.[Cl:1][c:2]1[n:3][c:4]([N:12]2[CH2:13][CH2:14][O:15][CH2:16][CH2:17]2)[c:5]2[c:6]([n:7]1)[s:8][c:9]([I:11])[n:10]2>>[Cl:1][c:2]1[n:3][c:4]([N:12]2[CH2:13][CH2:14][O:15][CH2:16][CH2:17]2)[c:5]2[c:6]([n:7]1)[s:8][c:9](-[c:26]1[cH:27][cH:28][c:29]([N:32]3[CH2:33][CH2:34][O:35][CH2:36][CH2:37]3)[n:30][cH:31]1)[n:10]2.